Dataset: the Open Reaction Database (ORD), a public repository of structured organic reaction records. Task: describe an organic reaction: reactants, conditions, products, and yield Reactants: COCCO, CSc1nnc(C#N)c(N2CCc3ccccc3CC2)n1, [H-], [Na+], C1CCOC1. Yields the product COCCOc1nnc(C#N)c(N2CCc3ccccc3CC2)n1. As a reaction SMILES: [CH3:1][O:2][CH2:3][CH2:4][OH:5].[CH3:8][S:9][c:10]1[n:11][n:12][c:13]([C:27]#[N:28])[c:14]([N:16]2[CH2:17][CH2:18][c:19]3[c:20]([cH:23][cH:24][cH:25][cH:26]3)[CH2:21][CH2:22]2)[n:15]1.[H-:6].[Na+:7].[O:29]1[CH2:30][CH2:31][CH2:32][CH2:33]1>>[CH3:1][O:2][CH2:3][CH2:4][O:5][c:10]1[n:11][n:12][c:13]([C:27]#[N:28])[c:14]([N:16]2[CH2:17][CH2:18][c:19]3[c:20]([cH:23][cH:24][cH:25][cH:26]3)[CH2:21][CH2:22]2)[n:15]1. Starting materials: C(N)(=O)C=1C(=NC(=CC1NC1=C(C=C(C=C1)N1CCN(CC1)C(=O)OC(C)(C)C)S(=O)C)SC)Cl (tert-butyl 4-(4-(3-carbamoyl-2-chloro-6-(methylthio)pyridin-4-ylamino)-3-(methylsulfinyl)phenyl)piperazine-1-carboxylate), N (ammonia). The solvent is O1CCOCC1 (1,4-dioxane). Run at temperature 80 celsius. Yields the product NC1=NC(=CC(=C1C(N)=O)NC1=C(C=C(C=C1)N1CCN(CC1)C(=O)OC(C)(C)C)S(=O)C)SC (tert-butyl 4-(4-(2-amino-3-carbamoyl-6-(methylthio)pyridin-4-ylamino)-3-(methylsulfinyl)phenyl)piperazine-1-carboxylate). As a reaction SMILES: [C:1]([C:4]1[C:5](Cl)=[N:6][C:7]([S:33][CH3:34])=[CH:8][C:9]=1[NH:10][C:11]1[CH:16]=[CH:15][C:14]([N:17]2[CH2:22][CH2:21][N:20]([C:23]([O:25][C:26]([CH3:29])([CH3:28])[CH3:27])=[O:24])[CH2:19][CH2:18]2)=[CH:13][C:12]=1[S:30]([CH3:32])=[O:31])(=[O:3])[NH2:2].[NH3:36]>O1CCOCC1>[NH2:36][C:5]1[C:4]([C:1](=[O:3])[NH2:2])=[C:9]([NH:10][C:11]2[CH:16]=[CH:15][C:14]([N:17]3[CH2:22][CH2:21][N:20]([C:23]([O:25][C:26]([CH3:28])([CH3:27])[CH3:29])=[O:24])[CH2:19][CH2:18]3)=[CH:13][C:12]=2[S:30]([CH3:32])=[O:31])[CH:8]=[C:7]([S:33][CH3:34])[N:6]=1. Procedure: A mixture of the product of Example 14E (637 mg, 1.18 mmol) and 25% aqueous ammonia (2 mL) in 1,4-dioxane (3 mL) was heated in a seated tube at 80° C. for 24 hours. After cooling to ambient temperature, the mixture was concentrated, diluted with ethyl acetate, washed with water, dried over sodium sulfate, filtered and concentrated. The residue was purified by flash chromatography on silica gel eluting with 25/1 dichloromethane/methanol to give the title compound. MS: 521 (M+H+). The reactants are BrC1=NN(C(C2=CC=CC=C12)=O)C1=CC=C(C=C1)SC1=CC=CC=C1 (4-Bromo-2-(4-phenylsulfanyl-phenyl)-2H-phthalazin-1-one), C1=CC(=CC(=C1)Cl)C(=O)OO (MCPBA). Solvent: C(Cl)Cl (DCM). Product: C1(=CC=CC=C1)S(=O)C1=CC=C(C=C1)N1C(C2=CC=CC=C2C(=N1)Br)=O (2-(4-Benzensulfinyl-phenyl)-4-bromo-2H-phthalazin-1-one). RXN SMILES: [Br:1][C:2]1[C:11]2[C:6](=[CH:7][CH:8]=[CH:9][CH:10]=2)[C:5](=[O:12])[N:4]([C:13]2[CH:18]=[CH:17][C:16]([S:19][C:20]3[CH:25]=[CH:24][CH:23]=[CH:22][CH:21]=3)=[CH:15][CH:14]=2)[N:3]=1.C1C=C(Cl)C=C(C(OO)=[O:34])C=1>C(Cl)Cl>[C:20]1([S:19]([C:16]2[CH:17]=[CH:18][C:13]([N:4]3[N:3]=[C:2]([Br:1])[C:11]4[C:6](=[CH:7][CH:8]=[CH:9][CH:10]=4)[C:5]3=[O:12])=[CH:14][CH:15]=2)=[O:34])[CH:25]=[CH:24][CH:23]=[CH:22][CH:21]=1. Procedure: 4-Bromo-2-(4-phenylsulfanyl-phenyl)-2H-phthalazin-1-one (0.095 g, 0.23 mmol) and MCPBA (0.052 g, 0.23 mmol) were stirred at RT in DCM (1 ml) for 1 h. The title compound was obtained after evaporation of the solvent in vacuum and subsequent purification of the raw product by chromatography over silica gel with heptane:DCM (1:1 until 0:1) (0.031 g, 31% yield). 1H-NMR: (400 MHz, CDCl3) 8.49 (1H, d), 7.80-7.99 (5H, m), 7.76 (2H, d), 7.69 (2H, d), 7.48 (3H, m); MS (ESI+)=427.22 (M+H)+.